From a dataset of the Open Reaction Database (ORD), a public repository of structured organic reaction records. describe an organic reaction: reactants, conditions, products, and yield RXN SMILES: [CH2:1]([CH3:2])[c:3]1[n:4][nH:5][cH:6][cH:7]1.[CH2:8]1[O:9][c:10]2[c:11]([S:17](=[O:18])(=[O:19])[NH:20][C:21]([O:22][C:23]([CH3:24])([CH3:25])[CH3:26])=[O:27])[cH:12][cH:13][cH:14][c:15]2[O:16]1.[CH:35]([N:36]([CH:37]([CH3:38])[CH3:39])[CH2:40][CH3:41])([CH3:42])[CH3:43].[Cl:44][CH2:45][Cl:46].[OH:28][C:29]([C:30]([F:31])([F:32])[F:33])=[O:34]>>[CH2:1]([CH3:2])[c:3]1[n:4][nH:5][cH:6][cH:7]1.[CH2:8]1[O:9][c:10]2[c:11]([S:17](=[O:18])(=[O:19])[NH2:20])[cH:12][cH:13][cH:14][c:15]2[O:16]1. Reactants: CCc1cc[nH]n1, CC(C)(C)OC(=O)NS(=O)(=O)c1cccc2c1OCO2, CCN(C(C)C)C(C)C, ClCCl, O=C(O)C(F)(F)F. Product: CCc1cc[nH]n1, NS(=O)(=O)c1cccc2c1OCO2. Starting materials: ClC1=NC=NC2=CC(=CC=C12)C (4-chloro-7-methylquinazoline), BrN1C(CCC1=O)=O (N-bromosuccinimide), C(C1=CC=CC=C1)(=O)OOC(C1=CC=CC=C1)=O (benzoyl peroxide). Run in C(Cl)(Cl)(Cl)Cl (carbon tetrachloride). Yields the product BrCC1=CC=C2C(=NC=NC2=C1)Cl (7-Bromomethyl-4-chloroquinazoline). The yield is 51.3%. Reaction SMILES: [Cl:1][C:2]1[C:11]2[C:6](=[CH:7][C:8]([CH3:12])=[CH:9][CH:10]=2)[N:5]=[CH:4][N:3]=1.[Br:13]N1C(=O)CCC1=O.C(OOC(=O)C1C=CC=CC=1)(=O)C1C=CC=CC=1>C(Cl)(Cl)(Cl)Cl>[Br:13][CH2:12][C:8]1[CH:7]=[C:6]2[C:11]([C:2]([Cl:1])=[N:3][CH:4]=[N:5]2)=[CH:10][CH:9]=1. Procedure: To a solution of 4-chloro-7-methylquinazoline (7.0 g, 39 mmol) in carbon tetrachloride (140 mL) is added N-bromosuccinimide (8.0 g, 45 mmol), and benzoyl peroxide (0.8 g, 3.3 mmol). The solution is refluxed for 8 hours. After this time, the solution is filtered. The filtrate is concentrated and the residue is stirred with ether to give the title compound as an off-white solid (5.1 g, 20 mmol). 1H NMR (CDCl3, 300 MHz) δ9.10 (s, 1H), 8.30 (d, 1H), 8.10 (s, 1H), 7.82 (d, 1H), 4.68 (s, 2H). MS (EI):...